The task is: describe an organic reaction: reactants, conditions, products, and yield. This data is from the Open Reaction Database (ORD), a public repository of structured organic reaction records. The reactants are COC1=C(CSCCN)C=CC=C1 (2-(2-Methoxybenzylthio)ethylamine), CSC1=NC=C(C(N1)=O)CC=1C=NC=CC1 (2-methylthio-5-(3-pyridylmethyl)-4-pyrimidone). Yields the product COC1=C(CSCCNC2=NC=C(C(N2)=O)CC=2C=NC=CC2)C=CC=C1 (2-[2-(2-methoxybenzylthio)-ethylamino]-5-(3-pyridylmethyl)-4-pyrimidone). The solvent is O (Water). RXN SMILES: [CH3:1][O:2][C:3]1[CH:13]=[CH:12][CH:11]=[CH:10][C:4]=1[CH2:5][S:6][CH2:7][CH2:8][NH2:9].CS[C:16]1[NH:21][C:20](=[O:22])[C:19]([CH2:23][C:24]2[CH:25]=[N:26][CH:27]=[CH:28][CH:29]=2)=[CH:18][N:17]=1>O>[CH3:1][O:2][C:3]1[CH:13]=[CH:12][CH:11]=[CH:10][C:4]=1[CH2:5][S:6][CH2:7][CH2:8][NH:9][C:16]1[NH:21][C:20](=[O:22])[C:19]([CH2:23][C:24]2[CH:25]=[N:26][CH:27]=[CH:28][CH:29]=2)=[CH:18][N:17]=1. Reported procedure: 2-(2-Methoxybenzylthio)ethylamine (1.18 g) and 2-methylthio-5-(3-pyridylmethyl)-4-pyrimidone (1.0 g) were fused together at 170° for 50 minutes and allowed to cool. Water was added and the mixture was extracted at pH 13 with chloroform (discarded), adjusted to pH 7 and extracted a second time with chloroform. The second extract was evaporated to give 2-[2-(2-methoxybenzylthio)-ethylamino]-5-(3-pyridylmethyl)-4-pyrimidone as an oil which was treated with hydrogen chloride in ethanol and recrystal...